From a dataset of the Open Reaction Database (ORD), a public repository of structured organic reaction records. describe an organic reaction: reactants, conditions, products, and yield Reactants: NC=1C=CC(=C(C1)NC(C1=CC=CC=C1)=O)Cl (N-(5-amino-2-chlorophenyl)benzamide), CC1=NC=C(C(=N1)C1=CC=CC=C1)C(=O)O (2-methyl-4-phenylpyrimidin-5-carboxylic acid). Yields the product C(C1=CC=CC=C1)(=O)NC=1C=C(C=CC1Cl)NC(=O)C=1C(=NC(=NC1)C)C1=CC=CC=C1 (N-(3-benzamido-4-chlorophenyl)-2-methyl-4-phenylpyrimidin-5-carboxamide). Reaction SMILES: [NH2:1][C:2]1[CH:3]=[CH:4][C:5]([Cl:17])=[C:6]([NH:8][C:9](=[O:16])[C:10]2[CH:15]=[CH:14][CH:13]=[CH:12][CH:11]=2)[CH:7]=1.[CH3:18][C:19]1[N:24]=[C:23]([C:25]2[CH:30]=[CH:29][CH:28]=[CH:27][CH:26]=2)[C:22]([C:31](O)=[O:32])=[CH:21][N:20]=1>>[C:9]([NH:8][C:6]1[CH:7]=[C:2]([NH:1][C:31]([C:22]2[C:23]([C:25]3[CH:30]=[CH:29][CH:28]=[CH:27][CH:26]=3)=[N:24][C:19]([CH3:18])=[N:20][CH:21]=2)=[O:32])[CH:3]=[CH:4][C:5]=1[Cl:17])(=[O:16])[C:10]1[CH:15]=[CH:14][CH:13]=[CH:12][CH:11]=1. Reported procedure: N-(5-amino-2-chlorophenyl)benzamide (0.24 mmol) was used in general procedure 2 with 2-methyl-4-phenylpyrimidin-5-carboxylic acid (0.30 mmol). The product was purified by RP-HPLC to give N-(3-benzamido-4-chlorophenyl)-2-methyl-4-phenylpyrimidin-5-carboxamide. MS (Q1) 443.1 (M)+ The reactants are C=CC1=CC=CC=C1 (styrene), C(C(C)C)[Al](CC(C)C)CC(C)C (triisobutylaluminum), methylaluminoxane, Cl (hydrochloric acid), stainless steel, resultant polymer, C1(\C=C/C(=O)O1)=O (maleic anhydride), resultant mixture. The reagents and catalysts are C[O-].C[O-].C[O-].CC1(C(=C(C(=C1C)C)C)C)[Ti+3] (1,2,3,4,5-pentamethylcyclopentadienyl titanium trimethoxide). Run in C1(=CC=CC=C1)C (toluene), CO (methanol), C1(=CC=CC=C1)C (toluene). Run at time 30 minute. Yields the product C1(\C=C/C(=O)O1)=O.C=CC1=CC=CC=C1 (maleic anhydride styrene). Reaction SMILES: [CH2:1]=[CH:2][C:3]1[CH:8]=[CH:7][CH:6]=[CH:5][CH:4]=1.C([Al](CC(C)C)CC(C)C)C(C)C.[C:22]1(=[O:28])[O:27][C:25](=[O:26])[CH:24]=[CH:23]1.Cl>C1(C)C=CC=CC=1.C[O-].C[O-].C[O-].CC1([Ti+3])C(C)=C(C)C(C)=C1C.CO>[C:25]1(=[O:26])[O:27][C:22](=[O:28])[CH:23]=[CH:24]1.[CH2:1]=[CH:2][C:3]1[CH:8]=[CH:7][CH:6]=[CH:5][CH:4]=1 |f:5.6.7.8,10.11|. Reported procedure: Into a dried 4 liter stainless steel-made autoclave were introduced 630 ml of toluene, 1.2 liter of styrene, 24 mmol of triisobutylaluminum and 24 mmol of methylaluminoxane which was prepared in Example at 70° C. with stirring for 30 minutes. To the resultant mixture was added 120 μmol of 1,2,3,4,5-pentamethylcyclopentadienyl titanium trimethoxide to initiate polymerization. After an elapse of 50 minutes, a solution of 260 mmol of maleic anhydride in 360 ml of toluene was added to the mixture to... Starting materials: [OH-].[K+] (KOH), ClC=1SC2=C(N=C(N=C2N[C@@H](CO)CC(C)C)S[C@@H](C)C2=CC(=CC=C2)F)N1 ((2R)-2-[(2-chloro-5-{[(1S)-1-(3-fluorophenyl)ethyl]thio}[1,3]thiazolo[4,5-d]pyrimidin-7-yl)amino]-4-methylpentan-1-ol), CO (MeOH). The solvent is [Na+].[Cl-] (NaCl). Reaction conditions: temperature 50 celsius. Yields the product FC=1C=C(C=CC1)[C@H](C)SC=1N=C(C2=C(N1)N=C(S2)OC)N[C@@H](CO)CC(C)C ((2R)-2-[(5-{[(1S)-1-(3-Fluorophenyl)ethyl]thio}-2-methoxy[1,3]thiazolo[4,5-d]pyrimidin-7-yl)amino]-4-methylpentan-1-ol). RXN SMILES: [OH-:1].[K+].Cl[C:4]1[S:5][C:6]2[C:11]([NH:12][C@H:13]([CH2:16][CH:17]([CH3:19])[CH3:18])[CH2:14][OH:15])=[N:10][C:9]([S:20][C@H:21]([C:23]3[CH:28]=[CH:27][CH:26]=[C:25]([F:29])[CH:24]=3)[CH3:22])=[N:8][C:7]=2[N:30]=1.[CH3:31]O>[Na+].[Cl-]>[F:29][C:25]1[CH:24]=[C:23]([C@@H:21]([S:20][C:9]2[N:10]=[C:11]([NH:12][C@H:13]([CH2:16][CH:17]([CH3:19])[CH3:18])[CH2:14][OH:15])[C:6]3[S:5][C:4]([O:1][CH3:31])=[N:30][C:7]=3[N:8]=2)[CH3:22])[CH:28]=[CH:27][CH:26]=1 |f:0.1,4.5|. Reported procedure: KOH (0.063 g, 1.12 mmol) was added to (2R)-2-[(2-chloro-5-{[(1S)-1-(3-fluorophenyl)ethyl]thio}[1,3]thiazolo[4,5-d]pyrimidin-7-yl)amino]-4-methylpentan-1-ol in MeOH (5 mL) and the mixture was heated to 50° C. After 4 h the mixture was diluted with NaCl (aq) and extracted with CHCl3, the organic phase was dried (MgSO4) and evaporated to give the title compound. Starting materials: COC(=O)C1(c2ccc3oc(=O)[nH]c3c2)CC1, CO, [Li+], [OH-], O, O. Product: O=C(O)C1(c2ccc3oc(=O)[nH]c3c2)CC1. Reaction SMILES: [CH3:1][O:2][C:3](=[O:4])[C:5]1([c:8]2[cH:9][cH:10][c:11]3[c:12]([nH:13][c:14](=[O:16])[o:15]3)[cH:17]2)[CH2:6][CH2:7]1.[CH3:21][OH:22].[Li+:19].[OH-:18].[OH2:20].[OH2:23]>>[O:2]=[C:3]([OH:4])[C:5]1([c:8]2[cH:9][cH:10][c:11]3[c:12]([nH:13][c:14](=[O:16])[o:15]3)[cH:17]2)[CH2:6][CH2:7]1. Starting materials: Cl (hydrochloride), NCCC(=O)OCC (ethyl 3-aminopropanoate), COC=1C=C(OCC2CO2)C=CC1 (3-(3-methoxyphenoxy)-1,2-epoxypropane), [OH-].[Na+] (NaOH). The product is COC=1C=C(OCC(CNCCC(=O)OCC)O)C=CC1 (ethyl N-[3-(3-methoxyphenoxy)-2-hydroxypropyl]-3-aminopropanoate). RXN SMILES: Cl.[NH2:2][CH2:3][CH2:4][C:5]([O:7][CH2:8][CH3:9])=[O:6].[CH3:10][O:11][C:12]1[CH:13]=[C:14]([CH:20]=[CH:21][CH:22]=1)[O:15][CH2:16][CH:17]1[O:19][CH2:18]1.[OH-].[Na+]>>[CH3:10][O:11][C:12]1[CH:13]=[C:14]([CH:20]=[CH:21][CH:22]=1)[O:15][CH2:16][CH:17]([OH:19])[CH2:18][NH:2][CH2:3][CH2:4][C:5]([O:7][CH2:8][CH3:9])=[O:6] |f:3.4|. Procedure details: This compound was prepared in accordance with Example 1 using 7.6 g of the hydrochloride of ethyl 3-aminopropanoate, 4.5 g of 3-(3-methoxyphenoxy)-1,2-epoxypropane, and 2.0 g of NaOH. The crude product was washed with 150 ml of water and dissolved in 100 ml of water and 10 ml of 2-n HCl. This solution was extracted with ethyl acetate, treated with NaHCO3, and extracted with CH2Cl2. The organic layer was separated, dried over MgSO4, filtered and evaporated. Ethyl N-[3-(2-cyano-4-methoxyphenoxy)-2... The reactants are O=C1CN(CCC1)C(=O)OC(C)(C)C (tert-butyl 3-oxopiperidine-1-carboxylate), C1=NC=CC=2C(=CC=CC12)N (isoquinolin-5-amine). Product: N1CC(CCC1)NC=1C=2C=CN=CC2C=CC1 (N-(Piperidin-3-yl)isoquinolin-5-amine). As a reaction SMILES: O=[C:2]1[CH2:7][CH2:6][CH2:5][N:4](C(OC(C)(C)C)=O)[CH2:3]1.[CH:15]1[C:24]2[CH:23]=[CH:22][CH:21]=[C:20]([NH2:25])[C:19]=2[CH:18]=[CH:17][N:16]=1>>[NH:4]1[CH2:5][CH2:6][CH2:7][CH:2]([NH:25][C:20]2[C:19]3[CH:18]=[CH:17][N:16]=[CH:15][C:24]=3[CH:23]=[CH:22][CH:21]=2)[CH2:3]1. Procedure details: Reaction of tert-butyl 3-oxopiperidine-1-carboxylate and isoquinolin-5-amine using the method of Example 3 followed by deprotection using the method of Example 4 afforded the title compound. Starting materials: BrC(C(=O)O)C(C)C (2-bromo-3-methylbutanoic acid), S(O)(O)(=O)=O (sulfuric acid), C(C)O (ethanol), C([O-])([O-])=O.[Na+].[Na+] (sodium carbonate). Yields the product BrC(C(=O)OCC)C(C)C (ethyl 2-bromo-3-methylbutanoate). The yield is 55.0%. Reaction SMILES: [Br:1][CH:2]([CH:6]([CH3:8])[CH3:7])[C:3]([OH:5])=[O:4].S(=O)(=O)(O)O.C(=O)([O-])[O-].[Na+].[Na+].[CH2:20](O)[CH3:21]>>[Br:1][CH:2]([CH:6]([CH3:8])[CH3:7])[C:3]([O:5][CH2:20][CH3:21])=[O:4] |f:2.3.4|. Procedure: To a solution of 2-bromo-3-methylbutanoic acid (3 g, 16.5 mmol) in ethanol (200 ml), was added concentrated sulfuric acid (4 ml). After 36 h under reflux ebullition, the reaction medium, returned to ambient temperature, was neutralized with an aqueous saturated sodium carbonate solution. After distillation of the ethanol, the reaction medium was extracted with dichloromethane (100 ml). The organic phase was dried over magnesium sulfate and the solvent was evaporated to give ethyl 2-bromo-3-methy... Product: O=C(c1cc2c(cc1F)OC(c1ccc(F)cc1)(c1ccc(Cl)cc1Cl)O2)N1CCS(=O)CC1. The reactants are O=C(c1cc2c(cc1F)OC(c1ccc(F)cc1)(c1ccc(Cl)cc1Cl)O2)N1CCSCC1, O=C(OO)c1cccc(Cl)c1, ClCCl. Reaction SMILES: [Cl:12][c:13]1[c:14]([C:20]2([c:38]3[cH:39][cH:40][c:41]([F:44])[cH:42][cH:43]3)[O:21][c:22]3[c:23]([cH:25][c:26]([F:37])[c:27]([C:29](=[O:30])[N:31]4[CH2:32][CH2:33][S:34][CH2:35][CH2:36]4)[cH:28]3)[O:24]2)[cH:15][cH:16][c:17]([Cl:19])[cH:18]1.[Cl:1][c:2]1[cH:3][cH:4][cH:5][c:6]([C:7]([O:8][OH:10])=[O:9])[cH:11]1.[Cl:45][CH2:46][Cl:47]>>[O:9]=[S:34]1[CH2:33][CH2:32][N:31]([C:29]([c:27]2[c:26]([F:37])[cH:25][c:23]3[c:22]([cH:28]2)[O:21][C:20]([c:14]2[c:13]([Cl:12])[cH:18][c:17]([Cl:19])[cH:16][cH:15]2)([c:38]2[cH:39][cH:40][c:41]([F:44])[cH:42][cH:43]2)[O:24]3)=[O:30])[CH2:36][CH2:35]1. Starting materials: O=C1CCC(=O)N1Br, ClC(Cl)(Cl)Cl, CSc1ncc2cc(C)c(=O)n(C3CCCC3)c2n1. Yields the product CSc1ncc2cc(CBr)c(=O)n(C3CCCC3)c2n1. Reaction SMILES: [Br:20][N:21]1[C:22](=[O:23])[CH2:24][CH2:25][C:26]1=[O:27].[C:28]([Cl:29])([Cl:30])([Cl:31])[Cl:32].[CH:1]1([n:6]2[c:7](=[O:19])[c:8]([CH3:18])[cH:9][c:10]3[c:11]2[n:12][c:13]([S:16][CH3:17])[n:14][cH:15]3)[CH2:2][CH2:3][CH2:4][CH2:5]1>>[CH:1]1([n:6]2[c:7](=[O:19])[c:8]([CH2:18][Br:20])[cH:9][c:10]3[c:11]2[n:12][c:13]([S:16][CH3:17])[n:14][cH:15]3)[CH2:2][CH2:3][CH2:4][CH2:5]1.